Dataset: the Open Reaction Database (ORD), a public repository of structured organic reaction records. Task: describe an organic reaction: reactants, conditions, products, and yield Starting materials: CNC1=NC(=NC=C1[N+](=O)[O-])NC1=CC=C(C=C1)N1CCOCC1 (4-(methylamino)-2-[(4-morpholinophenyl)amino]-5-nitropyrimidine). Reagents/catalysts: [Pd] (palladium on charcoal). Product: NC=1C(=NC(=NC1)NC1=CC=C(C=C1)N1CCOCC1)NC (5-Amino-4-(methylamino)-2-[[4-(morpholin-4-yl)phenyl]amino]-pyrimidine). As a reaction SMILES: [CH3:1][NH:2][C:3]1[C:8]([N+:9]([O-])=O)=[CH:7][N:6]=[C:5]([NH:12][C:13]2[CH:18]=[CH:17][C:16]([N:19]3[CH2:24][CH2:23][O:22][CH2:21][CH2:20]3)=[CH:15][CH:14]=2)[N:4]=1>[Pd]>[NH2:9][C:8]1[C:3]([NH:2][CH3:1])=[N:4][C:5]([NH:12][C:13]2[CH:18]=[CH:17][C:16]([N:19]3[CH2:20][CH2:21][O:22][CH2:23][CH2:24]3)=[CH:15][CH:14]=2)=[N:6][CH:7]=1. Procedure: Hydrogenation of 4-(methylamino)-2-[(4-morpholinophenyl)amino]-5-nitropyrimidine (from Example 2(1) above) over palladium on charcoal (Pd/C) gave the title compound as a solid. Reactants: C(C)(C)(C)OC(CN(C(C1=CC=C(C=C1)NC(CC1=C(C=C(C=C1)OC)C(F)(F)F)=O)=O)CC1=CC=C(C(=O)O)C=C1)=O (4-((N-(2-(tert-butoxy)-2-oxoethyl)-4-(2-(4-methoxy-2-(trifluoromethyl)phenyl)acetamido)benzamido)methyl)benzoic acid), BrCC(=O)C1=CC=C(C=C1)C1=CC=C(C=C1)C (2-bromo-1-(4′-methyl-[1,1′-biphenyl]-4-yl)ethanone), CCN(C(C)C)C(C)C (DIEA). Solvent: C(C)#N (acetonitrile). Reaction conditions: time 16 hour. Product: C(C)(C)(C)OC(CN(C(C1=CC=C(C=C1)NC(CC1=C(C=C(C=C1)OC)C(F)(F)F)=O)=O)CC1=CC=C(C(=O)OCC(=O)C2=CC=C(C=C2)C2=CC=C(C=C2)C)C=C1)=O (2-(4′-methyl-[1,1′-biphenyl]-4-yl)-2-oxoethyl 4-((N-(2-(tert-butoxy)-2-oxoethyl)-4-(2-(4-methoxy-2-(trifluoromethyl)phenyl)acetamido)benzamido)methyl)benzoate). Isolated yield 91.0%. As a reaction SMILES: [C:1]([O:5][C:6](=[O:43])[CH2:7][N:8]([CH2:33][C:34]1[CH:42]=[CH:41][C:37]([C:38]([OH:40])=[O:39])=[CH:36][CH:35]=1)[C:9](=[O:32])[C:10]1[CH:15]=[CH:14][C:13]([NH:16][C:17](=[O:31])[CH2:18][C:19]2[CH:24]=[CH:23][C:22]([O:25][CH3:26])=[CH:21][C:20]=2[C:27]([F:30])([F:29])[F:28])=[CH:12][CH:11]=1)([CH3:4])([CH3:3])[CH3:2].Br[CH2:45][C:46]([C:48]1[CH:53]=[CH:52][C:51]([C:54]2[CH:59]=[CH:58][C:57]([CH3:60])=[CH:56][CH:55]=2)=[CH:50][CH:49]=1)=[O:47].CCN(C(C)C)C(C)C>C(#N)C>[C:1]([O:5][C:6](=[O:43])[CH2:7][N:8]([CH2:33][C:34]1[CH:42]=[CH:41][C:37]([C:38]([O:40][CH2:45][C:46]([C:48]2[CH:53]=[CH:52][C:51]([C:54]3[CH:59]=[CH:58][C:57]([CH3:60])=[CH:56][CH:55]=3)=[CH:50][CH:49]=2)=[O:47])=[O:39])=[CH:36][CH:35]=1)[C:9](=[O:32])[C:10]1[CH:11]=[CH:12][C:13]([NH:16][C:17](=[O:31])[CH2:18][C:19]2[CH:24]=[CH:23][C:22]([O:25][CH3:26])=[CH:21][C:20]=2[C:27]([F:28])([F:29])[F:30])=[CH:14][CH:15]=1)([CH3:4])([CH3:2])[CH3:3]. Reported procedure: To a stirring suspension of 4-((N-(2-(tert-butoxy)-2-oxoethyl)-4-(2-(4-methoxy-2-(trifluoromethyl)phenyl)acetamido)benzamido)methyl)benzoic acid INT-37 (207 mg, 0.345 mmol) and 2-bromo-1-(4′-methyl-[1,1′-biphenyl]-4-yl)ethanone (100 mg, 0.345 mmol) in acetonitrile (4 mL) at 0° C. was added DIEA (70.0 μl, 0.379 mmol). The reaction mixture was allowed to slowly warm to room temperature and stirred for 16 h. The reaction mixture was poured onto citric acid (50 mL, 0.1 N aqueous solution) and extrac...